Dataset: the Open Reaction Database (ORD), a public repository of structured organic reaction records. Task: describe an organic reaction: reactants, conditions, products, and yield Starting materials: C(C)N(C(C1=CC(=C(C=C1)NCCN1CCOCC1)[N+](=O)[O-])=O)CC (N,N-diethyl-4-{[2-(4-morpholinyl)ethyl]amino}-3-nitrobenzamide). The reagents and catalysts are [Pd] (Pd/C). The solvent is CO (MeOH). Reaction conditions: time 2 hour. Product: NC=1C=C(C(=O)N(CC)CC)C=CC1NCCN1CCOCC1 (3-amino-N,N-diethyl-4-{[2-(4-morpholinyl)ethyl]amino}benzamide). The yield is 95.2%. As a reaction SMILES: [CH2:1]([N:3]([CH2:24][CH3:25])[C:4](=[O:23])[C:5]1[CH:10]=[CH:9][C:8]([NH:11][CH2:12][CH2:13][N:14]2[CH2:19][CH2:18][O:17][CH2:16][CH2:15]2)=[C:7]([N+:20]([O-])=O)[CH:6]=1)[CH3:2]>CO.[Pd]>[NH2:20][C:7]1[CH:6]=[C:5]([CH:10]=[CH:9][C:8]=1[NH:11][CH2:12][CH2:13][N:14]1[CH2:15][CH2:16][O:17][CH2:18][CH2:19]1)[C:4]([N:3]([CH2:1][CH3:2])[CH2:24][CH3:25])=[O:23]. Procedure details: A mixture of N,N-diethyl-4-{[2-(4-morpholinyl)ethyl]amino}-3-nitrobenzamide (1.10 g, 3.14 mmol) and 10% Pd/C in MeOH (50 mL) was hydrogenated for 2 hours at 40 psi. After the reaction was complete, the reaction mixture was filtered through diatomaceous earth. Removal of solvent provided the title compound (0.958 g, 95%) which was used without further purification. MS (ESI) (M+H)+=321. The reactants are formula IV, formula XXIII, CI (methyl iodide), CBr (methyl bromide), CCl (methyl chloride), C1(=CC=C(C=C1)S(=O)(=O)OC)C (methyl toluene-4-sulfonate), alcohols, amides, CN(C(=O)N(C)C)C (N,N,N′,N′-tetramethylurea), ketones, ethers, formula XXIV, III, IV, formula XXIII, CCl (methyl chloride), IV, pyridinium salt, formula XXIV, IX. Solvent: CN(C)C=O (DMF), C1CCOC1 (THF), CC(=O)C (acetone), C(C)(C)O (isopropanol), CN(C)C=O (DMF). The product is C1(=CC=C(C=C1)S(=O)(=O)O)C (toluene-4-sulfonic acid). As a reaction SMILES: CI.CBr.CCl.[C:7]1([CH3:18])[CH:12]=[CH:11][C:10]([S:13]([O:16]C)(=[O:15])=[O:14])=[CH:9][CH:8]=1.CN(C)C(N(C)C)=O>CN(C=O)C.C1COCC1.CC(C)=O.C(O)(C)C>[C:7]1([CH3:18])[CH:8]=[CH:9][C:10]([S:13]([OH:16])(=[O:14])=[O:15])=[CH:11][CH:12]=1. Procedure: The methylation of the pyridine nitrogen atom in the compound of the formula XXIII, with formation of the pyridinium salt of the formula XXIV, can be carried out smoothly with numerous methylating agents, for example methyl iodide, methyl bromide, methyl chloride or methyl toluene-4-sulfonate, in a number of solvents, for example alcohols, such as isopropanol, amides, such as DMF, N,N,N′,N′-tetramethylurea, ketones, such as acetone, or ethers, such as THF, preferably at temperatures of from abou... Reactants: C(C)OC(=O)C=1C(=C(C=CC1)N)N (3-ethoxycarbonyl-1,2-phenylenediamine), C(=S)(N1C=NC=C1)N1C=NC=C1 (1,1′-thiocarbonyldiimidazole). The solvent is O1CCCC1 (tetrahydrofuran), ice water. Reaction conditions: time 20 hour. Yields the product SC1=NC2=C(N1)C=CC=C2C(=O)OCC (ethyl 2-mercapto-1H-benzimidazole-4-carboxylate). Isolated yield 68.2%. As a reaction SMILES: [CH2:1]([O:3][C:4]([C:6]1[C:7]([NH2:13])=[C:8]([NH2:12])[CH:9]=[CH:10][CH:11]=1)=[O:5])[CH3:2].[C:14](N1C=CN=C1)(N1C=CN=C1)=[S:15]>O1CCCC1>[SH:15][C:14]1[NH:12][C:8]2[CH:9]=[CH:10][CH:11]=[C:6]([C:4]([O:3][CH2:1][CH3:2])=[O:5])[C:7]=2[N:13]=1. Procedure: To a solution of 3-ethoxycarbonyl-1,2-phenylenediamine (790 mg) in tetrahydrofuran (10 ml) was added 1,1′-thiocarbonyldiimidazole (1.02 g) in ice water bath and the mixture was stirred for 20 hours at ambient temperature. The reaction solvent was concentrated in vacuo and the residue was washed with chloroform and collected by vacuum filtration to give ethyl 2-mercapto-1H-benzimidazole-4-carboxylate (665 mg). Starting materials: NC1CN(CC1)C1CCCCC1 (3-amino-1-cyclohexylpyrrolidine), P(Cl)(Cl)Cl (phosphorous trichloride), COC1=C(C(=O)O)C=C(C=C1)S(N)(=O)=O (2-methoxy-5-sulfamoylbenzoic acid). Solvent: N1=CC=CC=C1 (pyridine). Run at time 1 hour. Product: C1(CCCCC1)N1CC(CC1)NC(C1=C(C=CC(=C1)S(N)(=O)=O)OC)=O (N-(1-Cyclohexyl-3-pyrrolidinyl)-2-methoxy-5-sulfamoylbenzamide). As a reaction SMILES: [NH2:1][CH:2]1[CH2:6][CH2:5][N:4]([CH:7]2[CH2:12][CH2:11][CH2:10][CH2:9][CH2:8]2)[CH2:3]1.P(Cl)(Cl)Cl.[CH3:17][O:18][C:19]1[CH:27]=[CH:26][C:25]([S:28](=[O:31])(=[O:30])[NH2:29])=[CH:24][C:20]=1[C:21](O)=[O:22]>N1C=CC=CC=1>[CH:7]1([N:4]2[CH2:5][CH2:6][CH:2]([NH:1][C:21](=[O:22])[C:20]3[CH:24]=[C:25]([S:28](=[O:30])(=[O:31])[NH2:29])[CH:26]=[CH:27][C:19]=3[O:18][CH3:17])[CH2:3]2)[CH2:12][CH2:11][CH2:10][CH2:9][CH2:8]1. Procedure details: To 3.7 g. (0.022 mole) of 3-amino-1-cyclohexylpyrrolidine in 100 ml. of pyridine was added dropwise with cooling 1.1 g. (0.008 mole) of phosphorous trichloride at 20°C. After stirring one hour, 3 g. (0.013 mole) of 2-methoxy-5-sulfamoylbenzoic acid was added and refluxed 6 hrs. The solution was concentrated and the residue partitioned between dilute hydrochloride acid and isopropyl ether. The acid was made basic with ammonium hydroxide and extracted with chloroform which was dried (sodium sulfat... Reactants: [BH4-], CCO, COc1ccc(C2=CS(=O)(=O)CC2)cc1OC1CCCC1, Cl[Co]Cl, [Na+], O, O, O, O, O, O. The product is COc1ccc(C2CCS(=O)(=O)C2)cc1OC1CCCC1. As a reaction SMILES: [BH4-:22].[CH3:24][CH2:25][OH:26].[CH:1]1([O:6][c:7]2[cH:8][c:9]([C:15]3=[CH:16][S:17](=[O:20])(=[O:21])[CH2:18][CH2:19]3)[cH:10][cH:11][c:12]2[O:13][CH3:14])[CH2:2][CH2:3][CH2:4][CH2:5]1.[Co:33]([Cl:34])[Cl:35].[Na+:23].[OH2:27].[OH2:28].[OH2:29].[OH2:30].[OH2:31].[OH2:32]>>[CH:1]1([O:6][c:7]2[cH:8][c:9]([CH:15]3[CH2:16][S:17](=[O:20])(=[O:21])[CH2:18][CH2:19]3)[cH:10][cH:11][c:12]2[O:13][CH3:14])[CH2:2][CH2:3][CH2:4][CH2:5]1. Reactants: N([C@@H](CCCCNC(=O)OC(C)(C)C)C(=O)N[C@@H](CCCCNC(=O)OC(C)(C)C)C(=O)OC)C(=O)OCC1=CC=CC=C1 (Z-Lys(Boc)-Lys(Boc)-OMe), O.NN (hydrazine hydrate). The solvent is C(C)O (ethanol). Reaction conditions: time 24 hour. The product is N([C@@H](CCCCNC(=O)OC(C)(C)C)C(=O)N[C@@H](CCCCNC(=O)OC(C)(C)C)C(=O)NN)C(=O)OCC1=CC=CC=C1 (Z-Lys(Boc)-Lys(Boc)-NHNH2). As a reaction SMILES: [NH:1]([C:35]([O:37][CH2:38][C:39]1[CH:44]=[CH:43][CH:42]=[CH:41][CH:40]=1)=[O:36])[C@H:2]([C:15]([NH:17][C@H:18]([C:31](OC)=[O:32])[CH2:19][CH2:20][CH2:21][CH2:22][NH:23][C:24]([O:26][C:27]([CH3:30])([CH3:29])[CH3:28])=[O:25])=[O:16])[CH2:3][CH2:4][CH2:5][CH2:6][NH:7][C:8]([O:10][C:11]([CH3:14])([CH3:13])[CH3:12])=[O:9].O.[NH2:46][NH2:47]>C(O)C>[NH:1]([C:35]([O:37][CH2:38][C:39]1[CH:40]=[CH:41][CH:42]=[CH:43][CH:44]=1)=[O:36])[C@H:2]([C:15]([NH:17][C@H:18]([C:31]([NH:46][NH2:47])=[O:32])[CH2:19][CH2:20][CH2:21][CH2:22][NH:23][C:24]([O:26][C:27]([CH3:30])([CH3:28])[CH3:29])=[O:25])=[O:16])[CH2:3][CH2:4][CH2:5][CH2:6][NH:7][C:8]([O:10][C:11]([CH3:12])([CH3:14])[CH3:13])=[O:9] |f:1.2|. Reported procedure: Compound XII (1.50 g, 2.4 mmoles) is dissolved in ethanol (10 ml) and hydrazine hydrate (1.16 ml, 24 mmoles) is added. The mixture is allowed to stand at room temperature for 24 hours and then evaporated in vacuo. The resulting solid residue is dissolved in water-saturated ethyl acetate and the solution is washed with water two times and quickly dried over magnesium sulfate. The crystalline precipitates which separated upon standing at room temperature are filtered off, washed with ether and dri...